Dataset: the Open Reaction Database (ORD), a public repository of structured organic reaction records. Task: describe an organic reaction: reactants, conditions, products, and yield The reactants are C(C1=CC=CC=C1)N1CC(C(C1)C(C)OC1=CC=C(C=C1)C(F)(F)F)C1=CC(=C(C=C1)Cl)Cl ((3RS,4SR)-1-benzyl-3-(3,4-dichloro-phenyl)-4-[(RS)-1-(4-trifluoromethyl-phenoxy)-ethyl]-pyrrolidine), ClC(=O)OCC(Cl)(Cl)Cl (2,2,2-trichloroethyl chloroformate). Run in CC#N (CH3CN). Run at time 4 hour. The product is ClC=1C=C(C=CC1Cl)C1CNCC1C(C)OC1=CC=C(C=C1)C(F)(F)F ((3RS,4SR)-3-(3,4-Dichloro-phenyl)-4-[(RS)-1-(4-trifluoromethyl-phenoxy)-ethyl]-pyrrolidine). Isolated yield 66.8%. As a reaction SMILES: C([N:8]1[CH2:12][CH:11]([CH:13]([O:15][C:16]2[CH:21]=[CH:20][C:19]([C:22]([F:25])([F:24])[F:23])=[CH:18][CH:17]=2)[CH3:14])[CH:10]([C:26]2[CH:31]=[CH:30][C:29]([Cl:32])=[C:28]([Cl:33])[CH:27]=2)[CH2:9]1)C1C=CC=CC=1.ClC(OCC(Cl)(Cl)Cl)=O>CC#N>[Cl:33][C:28]1[CH:27]=[C:26]([CH:10]2[CH:11]([CH:13]([O:15][C:16]3[CH:17]=[CH:18][C:19]([C:22]([F:24])([F:25])[F:23])=[CH:20][CH:21]=3)[CH3:14])[CH2:12][NH:8][CH2:9]2)[CH:31]=[CH:30][C:29]=1[Cl:32]. Procedure: To a solution of (3RS,4SR)-1-benzyl-3-(3,4-dichloro-phenyl)-4-[(RS)-1-(4-trifluoromethyl-phenoxy)-ethyl]-pyrrolidine (XI-B-1) 0.99 g (2.00 mmol) dissolved in CH3CN (25 mL) was added 0.40 mL (3.00 mmol) of 2,2,2-trichloroethyl chloroformate and stirring was continued for 4 hours at RT. Volatiles were removed under vacuo, and the crude was dissolved in AcOH (20 mL) before a total of 800 mg of Zn dust was added portion wise. After three hours at RT, the reaction mixture was filtered on celite, the ... Reactants: Cl.Cl.C1(=CC=CC=C1)[C@H]1NC=2C=CC=CC2[C@@H]2[C@H]1CCN2C(=O)[C@@H]2NCCCC2 ((3aS,4S,9bS)-4-phenyl-1-[(2R)-piperidin-2-ylcarbonyl]-2,3,3a,4,5,9b-hexahydro-1H-pyrrolo[3,2-c]quinoline dihydrochloride), C(CC1=CC=CC=C1)N=C=O (phenethylisocyanate). Product: C1(=CC=CC=C1)CCNC(=O)N1[C@H](CCCC1)C(=O)N1CC[C@@H]2[C@@H](NC=3C=CC=CC3[C@@H]21)C2=CC=CC=C2 ((2R)—N-(2-Phenylethyl)-2-{[(3aR,4R,9bR)-4-phenyl-2,3,3a,4,5,9b-hexahydro-1H-pyrrolo[3,2-c]quinolin-1-yl]carbonyl}piperidine-1-carboxamide). As a reaction SMILES: Cl.Cl.[C:3]1([C@@H:9]2[C@@H:18]3[CH2:19][CH2:20][N:21]([C:22]([C@H:24]4[CH2:29][CH2:28][CH2:27][CH2:26][NH:25]4)=[O:23])[C@@H:17]3[C:16]3[CH:15]=[CH:14][CH:13]=[CH:12][C:11]=3[NH:10]2)[CH:8]=[CH:7][CH:6]=[CH:5][CH:4]=1.[CH2:30]([N:38]=[C:39]=[O:40])[CH2:31][C:32]1[CH:37]=[CH:36][CH:35]=[CH:34][CH:33]=1>>[C:32]1([CH2:31][CH2:30][NH:38][C:39]([N:25]2[CH2:26][CH2:27][CH2:28][CH2:29][C@@H:24]2[C:22]([N:21]2[C@@H:17]3[C@@H:18]([C@H:9]([C:3]4[CH:8]=[CH:7][CH:6]=[CH:5][CH:4]=4)[NH:10][C:11]4[CH:12]=[CH:13][CH:14]=[CH:15][C:16]=43)[CH2:19][CH2:20]2)=[O:23])=[O:40])[CH:37]=[CH:36][CH:35]=[CH:34][CH:33]=1 |f:0.1.2|. Reported procedure: In the same manner as in Example 135 and using (3aS,4S,9bS)-4-phenyl-1-[(2R)-piperidin-2-ylcarbonyl]-2,3,3a,4,5,9b-hexahydro-1H-pyrrolo[3,2-c]quinoline dihydrochloride and phenethylisocyanate, the title compound was synthesized. Starting materials: COC1=CC=C(C=C1)C(\C(=C\C=C)\C)(C1=CC=CC=C1)NCCCCCC(=O)N1C=CC2=C3CC(NC3=CC=C21)C(=O)N2C=CC1=C3CC(NC3=CC=C12)C(=O)N1C=CC2=C3CC(NC3=CC=C21)C(=O)OC (Methyl 3-[(3-{[3-(6-{[(2E)-1-(4-methoxyphenyl)-2-methyl-1-phenylpenta-2,4-dienyl]amino}hexanoyl)pyrrolo[4,5-e]indolin-7-yl]carbonyl}pyrrolo[4,5-e]indolin-7-yl)carbonyl]pyrrolo[4,5-e]indoline-7-carboxylate), C(CC(O)(C(=O)O)CC(=O)O)(=O)O (citric acid), CO (MeOH), [Li+].[OH-] (LiOH). Solvent: C1CCOC1 (THF). Conditions: temperature 55 celsius, time 30 hour. The product is COC1=CC=C(C=C1)C(\C(=C\C=C)\C)(C1=CC=CC=C1)NCCCCCC(=O)N1C=CC2=C3CC(NC3=CC=C21)C(=O)N2C=CC1=C3CC(NC3=CC=C12)C(=O)N1C=CC2=C3CC(NC3=CC=C21)C(=O)O (3-[(3-{[3-(6-{[(2E)-1-(4-methoxyphenyl)-2-methyl-1-phenylpenta-2,4-dienyl]amino}hexanoyl)pyrrolo[4,5-e]indolin-7-yl]carbonyl}pyrrolo[4,5-e]indolin-7-yl)carbonyl]pyrrolo[4,5-e]indoline-7-carboxylic acid). Isolated yield 60.4%. RXN SMILES: [CH3:1][O:2][C:3]1[CH:8]=[CH:7][C:6]([C:9]([NH:21][CH2:22][CH2:23][CH2:24][CH2:25][CH2:26][C:27]([N:29]2[C:40]3[C:32](=[C:33]4[C:37](=[CH:38][CH:39]=3)[NH:36][CH:35]([C:41]([N:43]3[C:54]5[C:46](=[C:47]6[C:51](=[CH:52][CH:53]=5)[NH:50][CH:49]([C:55]([N:57]5[C:68]7[C:60](=[C:61]8[C:65](=[CH:66][CH:67]=7)[NH:64][CH:63]([C:69]([O:71]C)=[O:70])[CH2:62]8)[CH:59]=[CH:58]5)=[O:56])[CH2:48]6)[CH:45]=[CH:44]3)=[O:42])[CH2:34]4)[CH:31]=[CH:30]2)=[O:28])([C:15]2[CH:20]=[CH:19][CH:18]=[CH:17][CH:16]=2)/[C:10](/[CH3:14])=[CH:11]/[CH:12]=[CH2:13])=[CH:5][CH:4]=1.CO.[Li+].[OH-].C(O)(=O)CC(CC(O)=O)(C(O)=O)O>C1COCC1>[CH3:1][O:2][C:3]1[CH:8]=[CH:7][C:6]([C:9]([NH:21][CH2:22][CH2:23][CH2:24][CH2:25][CH2:26][C:27]([N:29]2[C:40]3[C:32](=[C:33]4[C:37](=[CH:38][CH:39]=3)[NH:36][CH:35]([C:41]([N:43]3[C:54]5[C:46](=[C:47]6[C:51](=[CH:52][CH:53]=5)[NH:50][CH:49]([C:55]([N:57]5[C:68]7[C:60](=[C:61]8[C:65](=[CH:66][CH:67]=7)[NH:64][CH:63]([C:69]([OH:71])=[O:70])[CH2:62]8)[CH:59]=[CH:58]5)=[O:56])[CH2:48]6)[CH:45]=[CH:44]3)=[O:42])[CH2:34]4)[CH:31]=[CH:30]2)=[O:28])([C:15]2[CH:20]=[CH:19][CH:18]=[CH:17][CH:16]=2)/[C:10](/[CH3:14])=[CH:11]/[CH:12]=[CH2:13])=[CH:5][CH:4]=1 |f:2.3|. Reported procedure: A suspension of 10 (270 mg, 0.28 mmol) in a mixture of THF (6 ml), MeOH (4 ml) and 4M LiOH (2 ml) was stirred at 55° C. for 30 h. The reaction was cooled and neutralized to pH 6 with cold 10% citric acid. Insoluble material was collected by filtration and washed with water, MeOH and ether. Drying under vacuum afforded 160 mg (60%) of the title compound 11. By HPLC analysis this product contained ˜5% of unreacted 10. The crude acid was used in the next step without additional purification.